From a dataset of the Open Reaction Database (ORD), a public repository of structured organic reaction records. describe an organic reaction: reactants, conditions, products, and yield Starting materials: Cl.COCC(=O)O (2-methoxyacetic acid hydrochloride), C(C1=CC=CC=C1)[C@@H]1C[C@H](NC1)C(=O)NC1=CC=C(C=C1)OC1=CC=C(C=C1)F ((2S,4R)-4-benzyl-N-(4-(4-fluorophenoxy)phenyl)pyrrolidine-2-carboxamide). Yields the product Compound 122, C(C1=CC=CC=C1)[C@@H]1C[C@H](N(C1)C(COC)=O)C(=O)NC1=CC=C(C=C1)OC1=CC=C(C=C1)F ((2S,4R)-4-benzyl-N-(4-(4-fluorophenoxy)phenyl)-1-(2-methoxyacetyl)pyrrolidine-2-carboxamide). Yield: 43.2%. As a reaction SMILES: Cl.[CH3:2][O:3][CH2:4][C:5]([OH:7])=O.[CH2:8]([C@H:15]1[CH2:19][NH:18][C@H:17]([C:20]([NH:22][C:23]2[CH:28]=[CH:27][C:26]([O:29][C:30]3[CH:35]=[CH:34][C:33]([F:36])=[CH:32][CH:31]=3)=[CH:25][CH:24]=2)=[O:21])[CH2:16]1)[C:9]1[CH:14]=[CH:13][CH:12]=[CH:11][CH:10]=1>>[CH2:8]([C@H:15]1[CH2:19][N:18]([C:5](=[O:7])[CH2:4][O:3][CH3:2])[C@H:17]([C:20]([NH:22][C:23]2[CH:28]=[CH:27][C:26]([O:29][C:30]3[CH:31]=[CH:32][C:33]([F:36])=[CH:34][CH:35]=3)=[CH:25][CH:24]=2)=[O:21])[CH2:16]1)[C:9]1[CH:10]=[CH:11][CH:12]=[CH:13][CH:14]=1 |f:0.1|. Reported procedure: Proceeding as in Example 1, but substituting 2-methoxyacetic acid hydrochloride and (2S,4R)-4-benzyl-N-(4-(4-fluorophenoxy)phenyl)pyrrolidine-2-carboxamide, gave Compound 122, (2S,4R)-4-benzyl-N-(4-(4-fluorophenoxy)phenyl)-1-(2-methoxyacetyl)pyrrolidine-2-carboxamide (12 mg, 43.2%); Major isomer: 1H-NMR (400 MHz, DMSO-D6): σ 9.97 (s, 1H), 7.56-7.59 (m, 2H), 7.28-7.32 (m, 2H), 7.17-7.23 (m, 5H), 6.94-7.02 (m, 4H), 4.50 (m, 1H), 4.04 (m, 1H), 3.60 (m, 1H), 3.28 (s. 3H), 3.18 (m, 2H), 2.65 (m, 3H),... Starting materials: F[B-](F)(F)F, F[B-](F)(F)F, F[B-](F)(F)F, CS(=O)(=O)Cl, CC#N, CS(=O)(=O)[N+]12CC[N+](F)(CC1)CC2, C1CN2CCN1CC2, [Na+], C1CCOC1. The product is F[B-](F)(F)F, CS(=O)(=O)[N+]12CCN(CC1)CC2. As a reaction SMILES: [B-:14]([F:15])([F:16])([F:17])[F:18].[B-:37]([F:38])([F:39])([F:40])[F:41].[B-:9]([F:10])([F:11])([F:12])[F:13].[CH3:32][S:33](=[O:34])(=[O:35])[Cl:36].[CH3:48][C:49]#[N:50].[F:19][N+:20]12[CH2:21][CH2:22][N+:23]([S:28](=[O:29])(=[O:30])[CH3:31])([CH2:24][CH2:25]1)[CH2:26][CH2:27]2.[N:1]12[CH2:2][CH2:3][N:4]([CH2:5][CH2:6]1)[CH2:7][CH2:8]2.[Na+:42].[O:43]1[CH2:44][CH2:45][CH2:46][CH2:47]1>>[B-:9]([F:10])([F:11])([F:12])[F:13].[N:20]12[CH2:21][CH2:22][N+:23]([S:28](=[O:29])(=[O:30])[CH3:31])([CH2:24][CH2:25]1)[CH2:26][CH2:27]2. Starting materials: NC=1C(=C(C(=O)O)C=C(C1F)F)[N+](=O)[O-] (3-amino-4,5-difluoro-2-nitro-benzoic acid), CC[O-].[Na+] (NaOEt). Solvent: C(C)O (ethanol). Product: NC=1C(=C(C(=O)O)C=C(C1F)OCC)[N+](=O)[O-] (3-amino-5-ethoxy-4-fluoro-2-nitro-benzoic acid). As a reaction SMILES: [NH2:1][C:2]1[C:3]([N+:13]([O-:15])=[O:14])=[C:4]([CH:8]=[C:9](F)[C:10]=1[F:11])[C:5]([OH:7])=[O:6].[CH3:16][CH2:17][O-:18].[Na+]>C(O)C>[NH2:1][C:2]1[C:3]([N+:13]([O-:15])=[O:14])=[C:4]([CH:8]=[C:9]([O:18][CH2:17][CH3:16])[C:10]=1[F:11])[C:5]([OH:7])=[O:6] |f:1.2|. Procedure: 1.2 g (5.5 mmol) of 3-amino-4,5-difluoro-2-nitro-benzoic acid was heated with excess 21% NaOEt in ethanol at 90° C. for 6 h to yield 3-amino-5-ethoxy-4-fluoro-2-nitro-benzoic acid. LCMS: 245 (M+1)+. Reactants: O=C([O-])O, Nc1cccc(Cl)c1, Cl, [Na+], [Na+], [Na+], [Na+], O=[N+]([O-])[O-], O=C([O-])[O-], O, Sc1ncccn1. RXN SMILES: [C:14](=[O:15])([OH:16])[O-:17].[Cl:1][c:2]1[cH:3][c:4]([NH2:5])[cH:6][cH:7][cH:8]1.[ClH:32].[Na+:18].[Na+:26].[Na+:27].[Na+:9].[O-:10][N+:11](=[O:12])[O-:13].[O-:28][C:29](=[O:30])[O-:31].[OH2:33].[SH:19][c:20]1[n:21][cH:22][cH:23][cH:24][n:25]1>>[Cl:1][c:2]1[cH:3][c:4]([S:19][c:20]2[n:21][cH:22][cH:23][cH:24][n:25]2)[cH:6][cH:7][cH:8]1. Yields the product Clc1cccc(Sc2ncccn2)c1. Starting materials: [N+](=O)([O-])C1=CC=C2CCCC(C2=C1)C(=O)OC1=CC=CC=C1 (phenyl 7-nitro-1,2,3,4-tetrahydro-1-naphthoate). The reagents and catalysts are [C].[Pd] (palladium-carbon). Solvent: C(C)(=O)OCC (ethyl acetate). Product: NC1=CC=C2CCCC(C2=C1)C(=O)OC1=CC=CC=C1 (phenyl 7-amino-1,2,3,4-tetrahydro-1-naphthoate). RXN SMILES: [N+:1]([C:4]1[CH:13]=[C:12]2[C:7]([CH2:8][CH2:9][CH2:10][CH:11]2[C:14]([O:16][C:17]2[CH:22]=[CH:21][CH:20]=[CH:19][CH:18]=2)=[O:15])=[CH:6][CH:5]=1)([O-])=O>C(OCC)(=O)C.[C].[Pd]>[NH2:1][C:4]1[CH:13]=[C:12]2[C:7]([CH2:8][CH2:9][CH2:10][CH:11]2[C:14]([O:16][C:17]2[CH:18]=[CH:19][CH:20]=[CH:21][CH:22]=2)=[O:15])=[CH:6][CH:5]=1 |f:2.3|. Reported procedure: A 1.0-g portion of the phenyl 7-nitro-1,2,3,4-tetrahydro-1-naphthoate obtained above was catalytically reduced with 5% palladium-carbon in ethyl acetate. After removal of the catalyst by filtration, the ethyl acetate was removed by distillation under reduced pressure. The residue was recrystallized from methanol to obtain 550 mg of phenyl 7-amino-1,2,3,4-tetrahydro-1-naphthoate, m.p. 89°-90° C. Reactants: C[SiH](Cl)Cl (methyl dichlorosilane), C=CCCCCCCCC (1-decene). Reagents/catalysts: [H+].[H+].Cl[Pt-2](Cl)(Cl)(Cl)(Cl)Cl (chloroplatinic acid). Solvent: CC(C)O (2-propanol). The product is C[Si](Cl)(Cl)CCCCCCCCCC (methyl decyl dichlorosilane). Isolated yield 94.0%. As a reaction SMILES: [CH3:1][SiH:2]([Cl:4])[Cl:3].[CH2:5]=[CH:6][CH2:7][CH2:8][CH2:9][CH2:10][CH2:11][CH2:12][CH2:13][CH3:14]>[H+].[H+].Cl[Pt-2](Cl)(Cl)(Cl)(Cl)Cl.CC(O)C>[CH3:1][Si:2]([CH2:5][CH2:6][CH2:7][CH2:8][CH2:9][CH2:10][CH2:11][CH2:12][CH2:13][CH3:14])([Cl:4])[Cl:3] |f:2.3.4|. Procedure details: 2.25 Parts of methyl dichlorosilane, 4.04 parts of 1-decene and a solution containing about 0.0005 part of chloroplatinic acid catalyst in 0.006 part of 2-propanol were charged to a reaction vessel and heated to about 100°-120° C. for six hours. The product was vacuum distilled at 110°-114° C. at 1-3 Torr. 4.7 Parts (94% yield) of methyl decyl dichlorosilane was obtained.